From a dataset of the Open Reaction Database (ORD), a public repository of structured organic reaction records. describe an organic reaction: reactants, conditions, products, and yield The reactants are C1(CCCC1)N1C2=C(C3=C1N=C(N=C3)NC3=CC=C(N=N3)N3CCN(CC3)C(=O)OC(C)(C)C)C=CNC2=O (1,1-Dimethylethyl 4-(6-((9-cyclopentyl-8-oxo-8,9-dihydro-7H-pyrido[4′,3′:4,5]pyrrolo[2,3-d]pyrimidin-2-yl)amino)-3-pyridazinyl)-1-piperazinecarboxylate), C(=O)(C(F)(F)F)O.C(Cl)Cl (TFA DCM). The product is C1(CCCC1)N1C2=C(C3=C1N=C(N=C3)NC=3N=NC(=CC3)N3CCNCC3)C=CNC2=O (9-Cyclopentyl-2-((6-(1-piperazinyl)-3-pyridazinyl)amino)-7,9-dihydro-8H-pyrido[4′,3′:4,5]-pyrrolo[2,3-d]pyrimidin-8-one), C(=O)(C(F)(F)F)O (TFA). RXN SMILES: [CH:1]1([N:6]2[C:10]3[N:11]=[C:12]([NH:15][C:16]4[N:21]=[N:20][C:19]([N:22]5[CH2:27][CH2:26][N:25](C(OC(C)(C)C)=O)[CH2:24][CH2:23]5)=[CH:18][CH:17]=4)[N:13]=[CH:14][C:9]=3[C:8]3[CH:35]=[CH:36][NH:37][C:38](=[O:39])[C:7]2=3)[CH2:5][CH2:4][CH2:3][CH2:2]1.[C:40]([OH:46])([C:42]([F:45])([F:44])[F:43])=[O:41].C(Cl)Cl>>[CH:1]1([N:6]2[C:10]3[N:11]=[C:12]([NH:15][C:16]4[N:21]=[N:20][C:19]([N:22]5[CH2:23][CH2:24][NH:25][CH2:26][CH2:27]5)=[CH:18][CH:17]=4)[N:13]=[CH:14][C:9]=3[C:8]3[CH:35]=[CH:36][NH:37][C:38](=[O:39])[C:7]2=3)[CH2:2][CH2:3][CH2:4][CH2:5]1.[C:40]([OH:46])([C:42]([F:45])([F:44])[F:43])=[O:41] |f:1.2|. Procedure: Compound 162 was treated with 1:1 TFA/DCM (2 mL) at room temperature for an hour. The solvent was evaporated. The residue was re-dissolved in 4 mL methanol and purified on a C-18 reverse phase column (150×30 mm, 4 micro) using Mass directed preparative HPLC and gradient elution of acetonitrile in water containing 0.1% TFA to provide the title compound 161 as a TFA salt. LCMS retention time (minutes): 0.793. LCMS-ESI (POS), M/Z, M+1: 432.2 Starting materials: ClC=1N(C(C=2NC(=NC2N1)C=1C=NN(C1)CC1=CC(=CC=C1)C(F)(F)F)=O)CCC (2-Chloro-1-propyl-8-[1-(3-trifluoromethyl-benzyl)-1H-pyrazol-4-yl]-1,7-dihydro-purin-6-one), [Cl-].C1(CC1)[Zn+] (cyclopropyl zinc chloride). The reagents and catalysts are C=1C=CC(=CC1)[P](C=2C=CC=CC2)(C=3C=CC=CC3)[Pd]([P](C=4C=CC=CC4)(C=5C=CC=CC5)C=6C=CC=CC6)([P](C=7C=CC=CC7)(C=8C=CC=CC8)C=9C=CC=CC9)[P](C=1C=CC=CC1)(C=1C=CC=CC1)C=1C=CC=CC1 (Pd(PPh3)4). Solvent: C(Cl)Cl (DCM). Run at temperature 100 celsius. Yields the product C1(CC1)C=1N(C(C=2NC(=NC2N1)C=1C=NN(C1)CC1=CC(=CC=C1)C(F)(F)F)=O)CCC (2-Cyclopropyl-1-propyl-8-[1-(3-trifluoromethyl-benzyl)-1H-pyrazol-4-yl]-1,7-dihydro-purin-6-one). The yield is 23.0%. RXN SMILES: Cl[C:2]1[N:3]([CH2:28][CH2:29][CH3:30])[C:4](=[O:27])[C:5]2[NH:6][C:7]([C:11]3[CH:12]=[N:13][N:14]([CH2:16][C:17]4[CH:22]=[CH:21][CH:20]=[C:19]([C:23]([F:26])([F:25])[F:24])[CH:18]=4)[CH:15]=3)=[N:8][C:9]=2[N:10]=1.[Cl-].[CH:32]1([Zn+])[CH2:34][CH2:33]1>C(Cl)Cl.C1C=CC([P]([Pd]([P](C2C=CC=CC=2)(C2C=CC=CC=2)C2C=CC=CC=2)([P](C2C=CC=CC=2)(C2C=CC=CC=2)C2C=CC=CC=2)[P](C2C=CC=CC=2)(C2C=CC=CC=2)C2C=CC=CC=2)(C2C=CC=CC=2)C2C=CC=CC=2)=CC=1>[CH:32]1([C:2]2[N:3]([CH2:28][CH2:29][CH3:30])[C:4](=[O:27])[C:5]3[NH:6][C:7]([C:11]4[CH:12]=[N:13][N:14]([CH2:16][C:17]5[CH:22]=[CH:21][CH:20]=[C:19]([C:23]([F:26])([F:25])[F:24])[CH:18]=5)[CH:15]=4)=[N:8][C:9]=3[N:10]=2)[CH2:34][CH2:33]1 |f:1.2,^1:42,44,63,82|. Procedure details: A mixture of 2-Chloro-1-propyl-8-[1-(3-trifluoromethyl-benzyl)-1H-pyrazol-4-yl]-1,7-dihydro-purin-6-one (prepared using same procedure as given in Example 2) (0.1 g, 0.23 mmol), Pd(PPh3)4 (0.319 g, 0.28 mmol) and cyclopropyl zinc chloride solution (10 ml, 0.5 M solution) were heated at 100° C. for 30 minutes. Reaction mixture was cooled, diluted with DCM (10 ml). Organic layer washed with brine (2×10 ml), dried over Na2SO4, evaporated and purified by preparative TLC to obtain pure 2-Cyclopropyl-...